From a dataset of the Open Reaction Database (ORD), a public repository of structured organic reaction records. describe an organic reaction: reactants, conditions, products, and yield The reactants are ψ-acid chloride, ClCCl (dichloromethane), C(C1=CC=CC=C1)(=O)C1=C(C(=O)O)C=CC=C1 (0-benzoyl benzoic acid), ClCCl (dichloromethane), C(C)(C)NCCNS(=O)(=O)C1=CC=C(C=C1)C (N-[2-(isopropylamino) ethyl]-p-toluenesulfonamide). Run in C(C)N(CC)CC (triethylamine). Product: C(C1=CC=CC=C1)(=O)C1=C(C(=O)N(C(C)C)CCNS(=O)(=O)C2=CC=C(C=C2)C)C=CC=C1 (2-benzoyl-N-[2-(p-toluenesulfonamido)ethyl]-N-isopropylbenzamide). Reaction SMILES: [C:1]([C:9]1[CH:17]=[CH:16][CH:15]=[CH:14][C:10]=1[C:11]([OH:13])=O)(=[O:8])[C:2]1[CH:7]=[CH:6][CH:5]=[CH:4][CH:3]=1.ClCCl.[CH:21]([NH:24][CH2:25][CH2:26][NH:27][S:28]([C:31]1[CH:36]=[CH:35][C:34]([CH3:37])=[CH:33][CH:32]=1)(=[O:30])=[O:29])([CH3:23])[CH3:22]>C(N(CC)CC)C>[C:1]([C:9]1[CH:17]=[CH:16][CH:15]=[CH:14][C:10]=1[C:11]([N:24]([CH2:25][CH2:26][NH:27][S:28]([C:31]1[CH:36]=[CH:35][C:34]([CH3:37])=[CH:33][CH:32]=1)(=[O:30])=[O:29])[CH:21]([CH3:22])[CH3:23])=[O:13])(=[O:8])[C:2]1[CH:3]=[CH:4][CH:5]=[CH:6][CH:7]=1. Procedure details: A solution of 37 grams of ψ-acid chloride of 0-benzoyl benzoic acid in 60 ml. of dichloromethane was added dropwise to a stirred solution of 38.5 grams of N-[2-(isopropylamino) ethyl]-p-toluenesulfonamide, 200 ml. of dichloromethane and 25 ml. of triethylamine. The mixture was refluxed for 3.5 hours. After cooling, the solution was extracted successively with water, 10% hydrochloric acid, and saturated sodium carbonate solution. The dichloromethane solution was dried over magnesium sulfate and t... Starting materials: S(=O)(=O)([O-])OC=1C(=O)O[C@@H](C1[O-])[C@@H](O)CO.[NH+]1=CC=CC=C1.[NH+]1=CC=CC=C1 (Pyridinium L-ascorbate 2-sulfate). The solvent is O (water). Product: O=C1C(O)=C(O)[C@H](O1)[C@@H](O)CO (ascorbic acid), monopyridinium. As a reaction SMILES: S([O:5][C:6]1[C:7]([O:9][C@H:10]([C@H:13]([CH2:15][OH:16])[OH:14])[C:11]=1[O-:12])=[O:8])([O-])(=O)=O.[NH+]1C=CC=CC=1.[NH+]1C=CC=CC=1>O>[O:8]=[C:7]1[O:9][C@H:10]([C@H:13]([CH2:15][OH:16])[OH:14])[C:11]([OH:12])=[C:6]1[OH:5] |f:0.1.2|. Procedure: Pyridinium L-ascorbate 2-sulfate is a dimorphic crystalline solid with m.p. 119°-120.5° or 133°-4°, [α]D25 + 40° (c 1.0, water). The nuclear magnetic resonance spectrum of the compound gave the correct proportion of aromatic to ascorbic acid protons for the monopyridinium salt. Reactants: S(=O)([O-])[O-].[Na+].[Na+] (sodium sulfite), O (water), BrC1=CN=C(C2=CC=C(C=C12)OC)Cl (4-bromo-1-chloro-6-methoxyisoquinoline), C(CCC)[Li] (n-Butyl Lithium), Cl (HCl), OO (Hydrogen Peroxide), solution, B(OC(C)C)(OC(C)C)OC(C)C (Triisopropyl borate), [OH-].[Na+] (sodium hydroxide). Run in C1CCOC1 (THF). Reaction conditions: temperature -40 celsius, time 30 minute. Product: ClC1=NC=C(C2=CC(=CC=C12)OC)O (1-chloro-6-methoxyisoquinolin-4-ol). The yield is 67.6%. Reaction SMILES: Br[C:2]1[C:11]2[C:6](=[CH:7][CH:8]=[C:9]([O:12][CH3:13])[CH:10]=2)[C:5]([Cl:14])=[N:4][CH:3]=1.C([Li])CCC.B(OC(C)C)(OC(C)C)[O:21]C(C)C.OO.[OH-].[Na+].S([O-])([O-])=O.[Na+].[Na+].O.Cl>C1COCC1>[Cl:14][C:5]1[C:6]2[C:11](=[CH:10][C:9]([O:12][CH3:13])=[CH:8][CH:7]=2)[C:2]([OH:21])=[CH:3][N:4]=1 |f:4.5,6.7.8|. Procedure details: To a solution of 4-bromo-1-chloro-6-methoxyisoquinoline (0.25 g, 0.917 mmol) in THF (30 ml) was added n-Butyl Lithium (1.147 ml, 1.835 mmol) at −78° C. under nitrogen. The reaction mixture was stirred for 30 minutes and Triisopropyl borate (0.426 ml, 1.835 mmol) was added and stirred for another 30 minutes. To this Hydrogen Peroxide (0.273 ml, 8.90 mmol) (30% solution 1.5M) was added followed by the addition of sodium hydroxide (0.917 ml, 0.917 mmol). The resulting mixture was stirred for additi... The reactants are [Li+].[OH-] (LiOH), C(C1=CC=CC=C1)N1C[C@H]([C@@H](C1)C1=CC(=C(C=C1)C(F)(F)F)F)C(=O)N1C(OC[C@H]1C1=CC=CC=C1)=O ((R)-3-((3S,4R)-1-benzyl-4-(3-fluoro-4-(trifluoromethyl)phenyl)pyrrolidine-3-carbonyl)-4-phenyloxazolidin-2-one), S(=O)([O-])[O-].[Na+].[Na+] (sodium sulfite), OO (hydrogen peroxide), OS(=O)(=O)[O-].[K+] (KHSO4). The solvent is C1CCOC1 (THF). Conditions: temperature 0 celsius, time 10 minute. Yields the product C(C1=CC=CC=C1)N1C[C@H]([C@@H](C1)C1=CC(=C(C=C1)C(F)(F)F)F)C(=O)O ((3S,4R)-1-benzyl-4-(3-fluoro-4-(trifluoromethyl)phenyl)pyrrolidine-3-carboxylic acid). Yield: 85.0%. RXN SMILES: [Li+].[OH-:2].OO.[CH2:5]([N:12]1[CH2:16][C@@H:15]([C:17]2[CH:22]=[CH:21][C:20]([C:23]([F:26])([F:25])[F:24])=[C:19]([F:27])[CH:18]=2)[C@H:14]([C:28](N2[C@H](C3C=CC=CC=3)COC2=O)=[O:29])[CH2:13]1)[C:6]1[CH:11]=[CH:10][CH:9]=[CH:8][CH:7]=1.S([O-])([O-])=O.[Na+].[Na+].OS([O-])(=O)=O.[K+]>C1COCC1>[CH2:5]([N:12]1[CH2:16][C@@H:15]([C:17]2[CH:22]=[CH:21][C:20]([C:23]([F:26])([F:24])[F:25])=[C:19]([F:27])[CH:18]=2)[C@H:14]([C:28]([OH:29])=[O:2])[CH2:13]1)[C:6]1[CH:11]=[CH:10][CH:9]=[CH:8][CH:7]=1 |f:0.1,4.5.6,7.8|. Procedure: To a 1M LiOH solution (8.20 mL, 8.20 mmol) cooled to 0° C. was added 30% hydrogen peroxide (1.06 mL, 10.2 mmol). The mixture was stirred for 10 min at 0° C. and then added to solution of 340 (2.10 g, 4.10 mmol) in THF (15 mL) cooled to 0° C. over 15 min. The mixture was stirred for 4 h at 0° C. then 2M sodium sulfite (10 mL) was added and the mixture stirred for 30 min. The pH was adjusted to ca. 5-6 with 2M KHSO4 and the mixture was thrice extracted with 50 mL portions of 3:1 CHCl3/IPA. The com... Starting materials: CCOCC, O=C(O)c1[nH]c(=O)c(O)c2c1CCN(Cc1ccc(F)c(Cl)c1)C2=O, c1ccc2ncccc2c1. The product is O=C1c2c(c[nH]c(=O)c2O)CCN1Cc1ccc(F)c(Cl)c1. As a reaction SMILES: [CH3:36][CH2:37][O:38][CH2:39][CH3:40].[Cl:1][c:2]1[cH:3][c:4]([CH2:5][N:6]2[C:7](=[O:21])[c:8]3[c:9]([OH:20])[c:10](=[O:19])[nH:11][c:12]([C:16]([OH:17])=[O:18])[c:13]3[CH2:14][CH2:15]2)[cH:22][cH:23][c:24]1[F:25].[cH:26]1[cH:27][c:28]2[c:29]([n:30][cH:31][cH:32][cH:33]2)[cH:34][cH:35]1>>[Cl:1][c:2]1[cH:3][c:4]([CH2:5][N:6]2[C:7](=[O:21])[c:8]3[c:9]([OH:20])[c:10](=[O:19])[nH:11][cH:12][c:13]3[CH2:14][CH2:15]2)[cH:22][cH:23][c:24]1[F:25]. Reactants: ClC1=C(CN(CCCOC2=CC(=CC=C2)C(C2=NNC=N2)COCC)CC(C2=CC=CC=C2)C2=CC=CC=C2)C=CC=C1C(F)(F)F ((2-chloro-3-trifluoromethyl-benzyl)-(2,2-diphenyl-ethyl)-{3-[3-(ethoxymethyl-1,2,4-triazol-3-ylmethyl)-phenoxy]-propyl)amine), C(C)[SiH](CC)CC (triethylsilane), Cl.C(C)OCC (HCl diethyl ether), C(=O)(C(F)(F)F)O (TFA). Solvent: ClCCl (dichloromethane), C(C)OCC (diethyl ether). Conditions: time 8 hour. The product is Cl.ClC1=C(CN(CCCOC2=CC(=CC=C2)CC2=NNC=N2)CC(C2=CC=CC=C2)C2=CC=CC=C2)C=CC=C1C(F)(F)F ((2-Chloro-3-trifluoromethyl-benzyl)-(2,2-diphenylethyl)-{3-[3-(1,2,4-triazol-3-ylmethyl)-phenoxy]-propyl)amine hydrochloride salt). Isolated yield 92.4%. As a reaction SMILES: [Cl:1][C:2]1[C:43]([C:44]([F:47])([F:46])[F:45])=[CH:42][CH:41]=[CH:40][C:3]=1[CH2:4][N:5]([CH2:26][CH:27]([C:34]1[CH:39]=[CH:38][CH:37]=[CH:36][CH:35]=1)[C:28]1[CH:33]=[CH:32][CH:31]=[CH:30][CH:29]=1)[CH2:6][CH2:7][CH2:8][O:9][C:10]1[CH:15]=[CH:14][CH:13]=[C:12]([CH:16](COCC)[C:17]2[N:21]=[CH:20][NH:19][N:18]=2)[CH:11]=1.C([SiH](CC)CC)C.C(O)(C(F)(F)F)=O.Cl.C(OCC)C>ClCCl.C(OCC)C>[ClH:1].[Cl:1][C:2]1[C:43]([C:44]([F:45])([F:46])[F:47])=[CH:42][CH:41]=[CH:40][C:3]=1[CH2:4][N:5]([CH2:26][CH:27]([C:34]1[CH:35]=[CH:36][CH:37]=[CH:38][CH:39]=1)[C:28]1[CH:33]=[CH:32][CH:31]=[CH:30][CH:29]=1)[CH2:6][CH2:7][CH2:8][O:9][C:10]1[CH:15]=[CH:14][CH:13]=[C:12]([CH2:16][C:17]2[N:21]=[CH:20][NH:19][N:18]=2)[CH:11]=1 |f:3.4,7.8|. Reported procedure: To a stirring solution of (2-chloro-3-trifluoromethyl-benzyl)-(2,2-diphenyl-ethyl)-{3-[3-(ethoxymethyl-1,2,4-triazol-3-ylmethyl)-phenoxy]-propyl)amine (mixture of regioisomers, 90 mg, 0.135 mmol) in dichloromethane (1.5 mL) was added triethylsilane (157 mg, 1.35 mmol). The reaction mixture was treated with TFA (0.5 mL) and then stirred overnight Solvent was removed and the residue was purified by preparative HPLC (YMC CombiPrep PDS, 75×30 mm, 25 mL/min, A: acetonitrile B: water, A: 60 to 100% du... Starting materials: Brc1ccc2ncccc2c1, CC(C)(C)[O-], Cc1ccccc1, Nc1cccc2cccnc12, [Na+], O=C(C=Cc1ccccc1)C=Cc1ccccc1, O=C(C=Cc1ccccc1)C=Cc1ccccc1, O=C(C=Cc1ccccc1)C=Cc1ccccc1, [Pd], [Pd]. Yields the product c1cnc2ccc(Nc3cccc4cccnc34)cc2c1. RXN SMILES: [Br:12][c:13]1[cH:14][c:15]2[cH:16][cH:17][cH:18][n:19][c:20]2[cH:21][cH:22]1.[CH3:23][C:24]([CH3:25])([O-:26])[CH3:27].[CH3:85][c:86]1[cH:87][cH:88][cH:89][cH:90][cH:91]1.[NH2:1][c:2]1[cH:3][cH:4][cH:5][c:6]2[cH:7][cH:8][cH:9][n:10][c:11]12.[Na+:28].[O:31]=[C:32]([CH:33]=[CH:34][c:35]1[cH:36][cH:37][cH:38][cH:39][cH:40]1)[CH:41]=[CH:42][c:43]1[cH:44][cH:45][cH:46][cH:47][cH:48]1.[O:49]=[C:50]([CH:51]=[CH:52][c:53]1[cH:54][cH:55][cH:56][cH:57][cH:58]1)[CH:59]=[CH:60][c:61]1[cH:62][cH:63][cH:64][cH:65][cH:66]1.[O:67]=[C:68]([CH:69]=[CH:70][c:71]1[cH:72][cH:73][cH:74][cH:75][cH:76]1)[CH:77]=[CH:78][c:79]1[cH:80][cH:81][cH:82][cH:83][cH:84]1.[Pd:29].[Pd:30]>>[NH:1]([c:2]1[cH:3][cH:4][cH:5][c:6]2[cH:7][cH:8][cH:9][n:10][c:11]12)[c:13]1[cH:14][c:15]2[cH:16][cH:17][cH:18][n:19][c:20]2[cH:21][cH:22]1. The reactants are C(C)OC(C(CC1=CC=C(C=C1)OC1=NC(=NC(=C1)N1CCN(CC1)CC1=CC=CC=C1)N)OCC)=O (rac-3-{4-[2-Amino-6-(4-benzyl-piperazin-1-yl)-pyrimidin-4-yloxy]-phenyl}-2-ethoxy-propionic acid ethyl ester). The solvent is O1CCCC1 (tetrahydrofuran), O.[K] (potassium hydrate). Reaction conditions: time 20 hour. Yields the product NC1=NC(=CC(=N1)OC1=CC=C(C=C1)CC(C(=O)O)OCC)N1CCN(CC1)CC1=CC=CC=C1 (rac-3-{4-[2-Amino-6-(4-benzyl-piperazin-1-yl)-pyrimidin-4-yloxy]-phenyl}-2-ethoxy-propionic acid). Reaction SMILES: C([O:3][C:4](=[O:37])[CH:5]([O:34][CH2:35][CH3:36])[CH2:6][C:7]1[CH:12]=[CH:11][C:10]([O:13][C:14]2[CH:19]=[C:18]([N:20]3[CH2:25][CH2:24][N:23]([CH2:26][C:27]4[CH:32]=[CH:31][CH:30]=[CH:29][CH:28]=4)[CH2:22][CH2:21]3)[N:17]=[C:16]([NH2:33])[N:15]=2)=[CH:9][CH:8]=1)C>O1CCCC1.O.[K]>[NH2:33][C:16]1[N:15]=[C:14]([O:13][C:10]2[CH:11]=[CH:12][C:7]([CH2:6][CH:5]([O:34][CH2:35][CH3:36])[C:4]([OH:37])=[O:3])=[CH:8][CH:9]=2)[CH:19]=[C:18]([N:20]2[CH2:25][CH2:24][N:23]([CH2:26][C:27]3[CH:28]=[CH:29][CH:30]=[CH:31][CH:32]=3)[CH2:22][CH2:21]2)[N:17]=1 |f:2.3,^1:43|. Procedure: rac-3-{4-[2-Amino-6-(4-benzyl-piperazin-1-yl)-pyrimidin-4-yloxy]-phenyl}-2-ethoxy-propionic acid ethyl ester was dissolved in tetrahydrofuran (THF)/alcohol solvent in the presence of an excess of aqueous potassium hydrate, the reaction is allowed to proceed for about 20 h. After most of the solve was removed in vacuo, the aqueous solution was acidified to pH 6, the white product was precipitated, then filtered through celite, rac-3-{4-[2-Amino-6-(4-benzyl-piperazin-1-yl)-pyrimidin-4-yloxy]-pheny... The reactants are CC1(OCCN1C(=O)[O-])C (2,2-dimethyl-3-oxazolidinecarboxylate), [N+](=O)([O-])C1=C(C=CC(=C1)[N+](=O)[O-])N1C=NC=C1C[C@H](N)C(=O)O (3-(2,4-dinitrophenyl)-L-histidine). Yields the product N1C=NC(=C1)CCC(=O)N (imidazole-4-propionamide). As a reaction SMILES: CC1(C)[N:6](C([O-])=O)CCO1.[N+](C1C=C([N+]([O-])=O)C=CC=1[N:23]1[C:27]([CH2:28][C@@H:29]([C:31]([OH:33])=O)N)=[CH:26][N:25]=[CH:24]1)([O-])=O>>[NH:25]1[CH:26]=[C:27]([CH2:28][CH2:29][C:31]([NH2:6])=[O:33])[N:23]=[CH:24]1. Reported procedure: In an analogous manner to that described in Example 16, by reacting t-butyl (4S,5R)-4-(cyclohexylmethyl)-5-[(R or S)-hydroxy-[(R or S)-tetrahydro-2-furyl]-methyl]-2,2-dimethyl-3-oxazolidinecarboxylate with N-](S)-α-[(t-butylsulphonyl)methyl]hydrocinnamoyl]-3-(2,4-dinitrophenyl)-L-histidine there is obtained (S)-α-[(S)-α-[(t-butylsulphonyl)methyl]hydrocinnamamido]-N-[(1S,2R,3R or S)-1-(cyclohexylmethyl)-2,3-dihydroxy-3-[(R or S)-tetrahydro-2-furyl]propyl]imidazole-4-propionamide in the form of a ...